describe an organic reaction: reactants, conditions, products, and yield From a dataset of the Open Reaction Database (ORD), a public repository of structured organic reaction records. Starting materials: 82.2, CN(CC(=O)O)C1CCCC2CCCCC12 (methyl N-(decahydro-1-naphthalenyl)glycine), CC1=CC=CC=C1 (methylbenzene), O (water), 36. Solvent: C(=O)O (formic acid), C(=O)O (formic acid). Run at time 4 hour. Product: CC(N(C=O)C1CCCC2CCCCC12)C(=O)O (methyl N-(decahydro-1-naphthalenyl)-N-formylglycine), intermediate 2. Isolated yield 71.3%. As a reaction SMILES: [CH3:1][N:2]([CH:7]1[CH:16]2[CH:11]([CH2:12][CH2:13][CH2:14][CH2:15]2)[CH2:10][CH2:9][CH2:8]1)[CH2:3][C:4]([OH:6])=[O:5].[CH3:17]C1C=CC=CC=1.[OH2:24]>C(O)=O>[CH3:17][CH:3]([C:4]([OH:6])=[O:5])[N:2]([CH:7]1[CH:16]2[CH:11]([CH2:12][CH2:13][CH2:14][CH2:15]2)[CH2:10][CH2:9][CH2:8]1)[CH:1]=[O:24]. Procedure details: A mixture of 82.2 parts of methyl N-(decahydro-1-naphthalenyl)glycine, 36 parts of formic acid and 360 parts of methylbenzene was stirred for 4 hours at reflux temperature, using a water separator (another portion of 36 parts of formic acid was added each hour). After cooling, the separated organic layer was washed with a formic acid solution 20% and a sodium hydrogen carbonate solution, dried, filtered and evaporated, yielding 66 parts (71.3%) of methyl N-(decahydro-1-naphthalenyl)-N-formylglyc... The reactants are C1(CC1)N (cyclopropylamine), OCC1=CN=C(S1)C1=CC=C(N1)C(CC1CCOCC1)C1=CC=C(C(=O)O)C=C1 (4-[1-{5-[5-(hydroxymethyl)-1,3-thiazol-2-yl]-1H-pyrrol-2-yl}-2-(tetrahydro-2H-pyran-4-yl)ethyl]benzoic acid), Cl.C(C)N=C=NCCCN(C)C (1-ethyl-3-(3-dimethylaminopropyl)carbodiimide hydrochloride), ON1N=NC2=C1C=CC=C2 (1-hydroxybenzotriazole), CN1CCOCC1 (N-methylmorpholine). Run in CN(C=O)C (N,N-dimethylformamide), C(C)(=O)OCC (ethyl acetate). Reaction conditions: time 1 hour. Product: C1(CC1)NC(C1=CC=C(C=C1)C(CC1CCOCC1)C=1NC(=CC1)C=1SC(=CN1)CO)=O (N-cyclopropyl-4-[1-{5-[5-(hydroxymethyl)-1,3-thiazol-2-yl]-1H-pyrrol-2-yl}-2-(tetrahydro-2H-pyran-4-yl)ethyl] benzamide). Isolated yield 71.0%. Reaction SMILES: [OH:1][CH2:2][C:3]1[S:7][C:6]([C:8]2[NH:12][C:11]([CH:13]([C:21]3[CH:29]=[CH:28][C:24]([C:25](O)=[O:26])=[CH:23][CH:22]=3)[CH2:14][CH:15]3[CH2:20][CH2:19][O:18][CH2:17][CH2:16]3)=[CH:10][CH:9]=2)=[N:5][CH:4]=1.Cl.C(N=C=N[CH2:36][CH2:37][CH2:38][N:39](C)C)C.ON1C2C=CC=CC=2N=N1.CN1CCOCC1.C1(N)CC1>CN(C)C=O.C(OCC)(=O)C>[CH:38]1([NH:39][C:25](=[O:26])[C:24]2[CH:23]=[CH:22][C:21]([CH:13]([C:11]3[NH:12][C:8]([C:6]4[S:7][C:3]([CH2:2][OH:1])=[CH:4][N:5]=4)=[CH:9][CH:10]=3)[CH2:14][CH:15]3[CH2:16][CH2:17][O:18][CH2:19][CH2:20]3)=[CH:29][CH:28]=2)[CH2:36][CH2:37]1 |f:1.2|. Procedure details: To a solution of 4-[1-{5-[5-(hydroxymethyl)-1,3-thiazol-2-yl]-1H-pyrrol-2-yl}-2-(tetrahydro-2H-pyran-4-yl)ethyl]benzoic acid (270 mg) in N,N-dimethylformamide (5 mL) were added 1-ethyl-3-(3-dimethylaminopropyl)carbodiimide hydrochloride (140 mg), 1-hydroxybenzotriazole (100 mg) and N-methylmorpholine (215 μL), and the mixture was stirred for 1 hr. To the reaction mixture was added cyclopropylamine (50 μL), and the mixture was stirred overnight at room temperature. The reaction mixture was dilute... Reactants: 14/20, C(C)OC(=O)C1=CN=C(S1)Br (2-bromo-5-thiazolecarboxylic acid ethyl ester), Cl (hydrochloric acid). Solvent: [OH-].[Na+] (sodium hydroxide). Run at time 1.5 hour. Product: BrC=1SC(=CN1)C(=O)O (2-bromo-5-thiazolecarboxylic acid). Isolated yield 90.4%. Reaction SMILES: C([O:3][C:4]([C:6]1[S:10][C:9]([Br:11])=[N:8][CH:7]=1)=[O:5])C.Cl>[OH-].[Na+]>[Br:11][C:9]1[S:10][C:6]([C:4]([OH:5])=[O:3])=[CH:7][N:8]=1 |f:2.3|. Reported procedure: To a 100 mL 14/20 round bottom flask was charged 2.4 g (10.1 mmol) of 2-bromo-5-thiazolecarboxylic acid ethyl ester dissolved in 14 mL of 1N sodium hydroxide. The reaction was stirred at room temperature for 1.5 hours The yellow solution was acidified with SN hydrochloric acid to pH 2. The solid which formed was cooled in an ice bath, filtered, washed with water, and dried in a vacuum oven at 60° C. to give 1.9 g (90%) of 2-bromo-5-thiazolecarboxylic acid m.p. 185-186° C. (dec) as a white solid....